This data is from the Open Reaction Database (ORD), a public repository of structured organic reaction records. The task is: describe an organic reaction: reactants, conditions, products, and yield The reactants are C(C1=CC=CC=C1)OCC1(CCN(CC1)C(=O)OC(C)(C)C)OC (tert-butyl 4-[(benzyloxy)methyl]-4-methoxypiperidine-1-carboxylate), [H][H] (hydrogen). Reagents/catalysts: [OH-].[OH-].[Pd+2] (palladium hydroxide on carbon). Run in CO (MeOH). Product: OCC1(CCN(CC1)C(=O)OC(C)(C)C)OC (tert-butyl 4-(hydroxymethyl)-4-methoxypiperidine-1-carboxylate). Yield: 78.5%. Reaction SMILES: C([O:8][CH2:9][C:10]1([O:23][CH3:24])[CH2:15][CH2:14][N:13]([C:16]([O:18][C:19]([CH3:22])([CH3:21])[CH3:20])=[O:17])[CH2:12][CH2:11]1)C1C=CC=CC=1.[H][H]>[OH-].[OH-].[Pd+2].CO>[OH:8][CH2:9][C:10]1([O:23][CH3:24])[CH2:11][CH2:12][N:13]([C:16]([O:18][C:19]([CH3:20])([CH3:21])[CH3:22])=[O:17])[CH2:14][CH2:15]1 |f:2.3.4|. Procedure: 20% palladium hydroxide on carbon (270 mg) was suspended in a MeOH (81 ml) solution of tert-butyl 4-[(benzyloxy)methyl]-4-methoxypiperidine-1-carboxylate (2.7 g), and stirred under a flow of hydrogen gas at room temperature for 4 hours. After filtering using Celite, the filtrate was concentrated, and the residue was purified by silica gel column chromatography (EtOAc) to obtain tert-butyl 4-(hydroxymethyl)-4-methoxypiperidine-1-carboxylate (1.55 g). The reactants are ClC(=O)/C=C(\C)/C=1C=CC(=C(C(=O)OC)C1)OC(C)C1=CC=CC=C1 (methyl (E)-5-(2-chlorocarbonyl-1-methylvinyl)-2-(1-phenylethoxy)-benzoate), C(C)NCC (diethylamine). Solvent: C1CCOC1 (THF). Conditions: time 3 hour. The product is C(C)N(C(=O)/C=C(\C)/C=1C=CC(=C(C(=O)OC)C1)OC(C)C1=CC=CC=C1)CC (methyl (E)-5-(2-diethylcarbamoyl-1-methylvinyl)-2-(1-phenylethoxy)-benzoate). As a reaction SMILES: Cl[C:2](/[CH:4]=[C:5](/[C:7]1[CH:8]=[CH:9][C:10]([O:17][CH:18]([C:20]2[CH:25]=[CH:24][CH:23]=[CH:22][CH:21]=2)[CH3:19])=[C:11]([CH:16]=1)[C:12]([O:14][CH3:15])=[O:13])\[CH3:6])=[O:3].[CH2:26]([NH:28][CH2:29][CH3:30])[CH3:27]>C1COCC1>[CH2:26]([N:28]([CH2:29][CH3:30])[C:2](/[CH:4]=[C:5](/[C:7]1[CH:8]=[CH:9][C:10]([O:17][CH:18]([C:20]2[CH:25]=[CH:24][CH:23]=[CH:22][CH:21]=2)[CH3:19])=[C:11]([CH:16]=1)[C:12]([O:14][CH3:15])=[O:13])\[CH3:6])=[O:3])[CH3:27]. Procedure: To a solution of methyl (E)-5-(2-chlorocarbonyl-1-methylvinyl)-2-(1-phenylethoxy)-benzoate (1.0 g, 2.79 mmol)in THF (50 mL) is added diethylamine (1.16 mL, 11.8 mmol), and the mixture is stirred at room temperature for 3 hours, after which time THF is removed in vacuo, and the residue is lssoved in CH2Cl2 (75 mL) and then washed with 1 N HCl (2×100 mL) and brine (1×50 mL), and dried over MgSO4. Chromatography (silica, 2:1 hexane/EtOAc) yields methyl (E)-5-(2-diethylcarbamoyl-1-methylvinyl)-2-(1-...